Dataset: the Open Reaction Database (ORD), a public repository of structured organic reaction records. Task: describe an organic reaction: reactants, conditions, products, and yield Starting materials: ClC1=NOC(=N1)C1CN(CC(C1)C1=CC=C(C=C1)CC)C(=O)N1CCC(CC1)O ([3-(3-Chloro-1,2,4-oxadiazol-5-yl)-5-(4-ethylphenyl)piperidin-1-yl](4-hydroxypiperidin-1-yl)-methanone), N1C[C@@H](CC1)O ((3R)-pyrrolidin-3-ol). Solvent: C(C)O (ethanol). Conditions: time 2 hour. The product is C(C)C1=CC=C(C=C1)C1CN(CC(C1)C1=NC(=NO1)N1C[C@@H](CC1)O)C(=O)N1CCC(CC1)O (3-(4-Ethylphenyl)-5-{3-[(3R)-3-hydroxypyrrolidin-1-yl]-1,2,4-oxadiazol-5-yl}piperidin-1-yl(4-hydroxypiperidin-1-yl)methanone). As a reaction SMILES: Cl[C:2]1[N:6]=[C:5]([CH:7]2[CH2:12][CH:11]([C:13]3[CH:18]=[CH:17][C:16]([CH2:19][CH3:20])=[CH:15][CH:14]=3)[CH2:10][N:9]([C:21]([N:23]3[CH2:28][CH2:27][CH:26]([OH:29])[CH2:25][CH2:24]3)=[O:22])[CH2:8]2)[O:4][N:3]=1.[NH:30]1[CH2:34][CH2:33][C@@H:32]([OH:35])[CH2:31]1>C(O)C>[CH2:19]([C:16]1[CH:17]=[CH:18][C:13]([CH:11]2[CH2:12][CH:7]([C:5]3[O:4][N:3]=[C:2]([N:30]4[CH2:34][CH2:33][C@@H:32]([OH:35])[CH2:31]4)[N:6]=3)[CH2:8][N:9]([C:21]([N:23]3[CH2:28][CH2:27][CH:26]([OH:29])[CH2:25][CH2:24]3)=[O:22])[CH2:10]2)=[CH:14][CH:15]=1)[CH3:20]. Procedure: To a solution of 80.0 mg (0.191 mmol) of the oxadiazole from Example 25A in 1.20 ml of ethanol were added 333 mg (3.82 mmol) of (3R)-pyrrolidin-3-ol, and then the reaction mixture was stirred in the microwave at 80 for 2 h. The solvent was removed under reduced pressure, dichloromethane was added and the mixture was washed with water. The organic phase was dried over magnesium sulphate, filtered and concentrated under reduced pressure. Yield: 64.8 mg (70% of theory) Starting materials: CC(C)CN(C)c1cc(NC(=O)OC(C)(C)C)c(N)cc1Cl, Cc1cc(-c2cccc(C(=O)CC(=O)OC(C)(C)C)c2)on1. Yields the product Cc1cc(-c2cccc(C(=O)CC(=O)Nc3cc(Cl)c(N(C)CC(C)C)cc3NC(=O)OC(C)(C)C)c2)on1. RXN SMILES: [C:1]([CH3:2])([CH3:3])([CH3:4])[O:5][C:6]([NH:7][c:8]1[c:9]([NH2:21])[cH:10][c:11]([Cl:20])[c:12]([N:14]([CH3:15])[CH2:16][CH:17]([CH3:18])[CH3:19])[cH:13]1)=[O:22].[C:23]([CH3:25])([CH3:26])([O:27][C:28](=[O:24])[CH2:29][C:30](=[O:31])[c:32]1[cH:33][c:34](-[c:38]2[cH:39][c:40]([CH3:43])[n:41][o:42]2)[cH:35][cH:36][cH:37]1)[CH3:44]>>[C:1]([CH3:2])([CH3:3])([CH3:4])[O:5][C:6]([NH:7][c:8]1[c:9]([NH:21][C:28](=[O:27])[CH2:29][C:30](=[O:31])[c:32]2[cH:33][c:34](-[c:38]3[cH:39][c:40]([CH3:43])[n:41][o:42]3)[cH:35][cH:36][cH:37]2)[cH:10][c:11]([Cl:20])[c:12]([N:14]([CH3:15])[CH2:16][CH:17]([CH3:18])[CH3:19])[cH:13]1)=[O:22].